This data is from the Open Reaction Database (ORD), a public repository of structured organic reaction records. The task is: describe an organic reaction: reactants, conditions, products, and yield Starting materials: C[Si](OC)(OC)OC (methyltrimethoxysilane), [Sb]([O-])([O-])([O-])=O.[Zn+2].[Sb]([O-])([O-])([O-])=O.[Zn+2].[Zn+2] (zinc antimonate), C(C)(C)O (isopropyl alcohol). Run in CO (methanol). Product: C(C)(C)O.[Sb]([O-])([O-])([O-])=O.[Zn+2].[Sb]([O-])([O-])([O-])=O.[Zn+2].[Zn+2] (zinc antimonate isopropyl alcohol). Reaction SMILES: C[Si](OC)(OC)OC.[Sb:9](=[O:13])([O-:12])([O-:11])[O-:10].[Zn+2:14].[Sb:15](=[O:19])([O-:18])([O-:17])[O-:16].[Zn+2].[Zn+2].[CH:22]([OH:25])([CH3:24])[CH3:23]>CO>[CH:22]([OH:25])([CH3:24])[CH3:23].[Sb:9](=[O:10])([O-:13])([O-:12])[O-:11].[Zn+2:14].[Sb:15](=[O:16])([O-:19])([O-:18])[O-:17].[Zn+2:14].[Zn+2:14] |f:1.2.3.4.5,8.9.10.11.12.13|. Procedure: To 4,900 g of the anhydrous zinc antimonate aqueous sol was added 28 g of methyltrimethoxysilane (manufactured by Toray Dow Corning Silicone Co., Ltd., trade name SZ6070) and the mixture was stirred at room temperature for 5 hours with a disper. To this were added 3.13 g of diisopropylamine and 5.0 g of malic acid, followed by mixing with stirring at room temperature for 2 hours with a disper. Thus, there was obtained a colloid solution of anhydrous zinc antimonate having the surface of whose pa... The reactants are C(CC#C)O (but-3-yn-1-ol), C([O-])([O-])=O.[Cs+].[Cs+] (cesium carbonate), [Cl-].[NH4+] (ammonium chloride), BrC1=C(C=C(C=C1)[N+](=O)[O-])C(F)(F)F (4-Bromo-3-(trifluoromethyl)nitrobenzene). Reagents/catalysts: [Cu](I)I (copper iodide), C(C)(=O)[O-].[Pd+2].C(C)(=O)[O-] (palladium acetate). Solvent: O1CCOCC1 (1,4-dioxane). Reaction conditions: temperature 80 celsius, time 10 hour. Product: [N+](=O)([O-])C1=CC(=C(C=C1)C#CCCO)C(F)(F)F (4-(4-nitro-2-(trifluoromethyl)phenyl)but-3-yn-1-ol). Isolated yield 33.4%. As a reaction SMILES: Br[C:2]1[CH:7]=[CH:6][C:5]([N+:8]([O-:10])=[O:9])=[CH:4][C:3]=1[C:11]([F:14])([F:13])[F:12].[CH2:15]([OH:19])[CH2:16][C:17]#[CH:18].C(=O)([O-])[O-].[Cs+].[Cs+].[Cl-].[NH4+]>O1CCOCC1.[Cu](I)I.C([O-])(=O)C.[Pd+2].C([O-])(=O)C>[N+:8]([C:5]1[CH:6]=[CH:7][C:2]([C:18]#[C:17][CH2:16][CH2:15][OH:19])=[C:3]([C:11]([F:14])([F:13])[F:12])[CH:4]=1)([O-:10])=[O:9] |f:2.3.4,5.6,9.10.11|. Reported procedure: 4-Bromo-3-(trifluoromethyl)nitrobenzene (500 mg, 1.85 mmol) was dissolved in 1,4-dioxane (10 mL), and but-3-yn-1-ol (389 mg, 5.56 mmol), copper iodide (35 mg, 0.18 mmol), palladium acetate (21 mg, 5 mol %), 2-dicyclohexylphosphino-2′,4′,6′-triisopropyl bisphenyl (88 mg, 10 mol %), and cesium carbonate (1207 mg, 3.70 mmol) were added thereto. The resulting mixture was stirred under nitrogen atmosphere at 80° C. for 10 hours, and a saturated ammonium chloride aqueous solution was added thereto to ... The reactants are COC=1C(=NC2=CC=C(C=C2N1)OC)NC(OCC)=O (Ethyl N-(3,6-dimethoxyquinoxalin-2-yl)carbamate), C1(=CC=CC=C1)N1CCNCC1 (1-phenylpiperazine), C1CCC2=NCCCN2CC1 (DBU). Solvent: O1CCCC1 (tetrahydrofuran). Run at temperature 70 celsius, time 7 hour. Product: COC=1C(=NC2=CC=C(C=C2N1)OC)NC(=O)N1CCN(CC1)C1=CC=CC=C1 (1-[(3,6-Dimethoxyquinoxalin-2-yl)aminocarbonyl]-4-phenylpiperazine). Yield: 91.5%. Reaction SMILES: [CH3:1][O:2][C:3]1[C:4]([NH:15][C:16](=[O:20])OCC)=[N:5][C:6]2[C:11]([N:12]=1)=[CH:10][C:9]([O:13][CH3:14])=[CH:8][CH:7]=2.[C:21]1([N:27]2[CH2:32][CH2:31][NH:30][CH2:29][CH2:28]2)[CH:26]=[CH:25][CH:24]=[CH:23][CH:22]=1.C1CCN2C(=NCCC2)CC1>O1CCCC1>[CH3:1][O:2][C:3]1[C:4]([NH:15][C:16]([N:30]2[CH2:31][CH2:32][N:27]([C:21]3[CH:26]=[CH:25][CH:24]=[CH:23][CH:22]=3)[CH2:28][CH2:29]2)=[O:20])=[N:5][C:6]2[C:11]([N:12]=1)=[CH:10][C:9]([O:13][CH3:14])=[CH:8][CH:7]=2. Procedure details: Ethyl N-(3,6-dimethoxyquinoxalin-2-yl)carbamate (28 mg, 0.10 mmol) and 1-phenylpiperazine (24 mg, 0.15 mmol) were dissolved in tetrahydrofuran (2 ml) at room temperature and thereto DBU (23 mg, 0.15 mmol) was added. The resulting mixture was stirred at 70° C. for 7 hours and concentrated under the reduced pressure to remove the solvent, and purified by SiO2 column chromatography. Extraction of the residue with a n-hexane:ethyl acetate (2:1) mixture and concentration gave 36 mg of the titled comp... Starting materials: NC1=CC=C(C=C1)C1=NC(=NC(=N1)N1CC2CCC(C1)O2)C2=CC=C(C=C2)NC(=O)NC (1-(4-(4-(4-aminophenyl)-6-(8-oxa-3-azabicyclo[3.2.1]octan-3-yl)-1,3,5-triazin-2-yl)phenyl)-3-methylurea), N1=CC=C(C=C1)NC(OC1=CC=CC=C1)=O (phenyl pyridin-4-ylcarbamate). The product is CNC(=O)NC1=CC=C(C=C1)C1=NC(=NC(=N1)N1CC2CCC(C1)O2)C2=CC=C(C=C2)NC(NC2=CC=NC=C2)=O (1-methyl-3-{4-[4-(8-oxa-3-azabicyclo[3.2.1]oct-3-yl)-6-{4-[(pyridin-4-ylcarbamoyl)amino]phenyl}-1,3,5-triazin-2-yl]phenyl}urea). Isolated yield 4.0%. As a reaction SMILES: [NH2:1][C:2]1[CH:7]=[CH:6][C:5]([C:8]2[N:13]=[C:12]([N:14]3[CH2:20][CH:19]4[O:21][CH:16]([CH2:17][CH2:18]4)[CH2:15]3)[N:11]=[C:10]([C:22]3[CH:27]=[CH:26][C:25]([NH:28][C:29]([NH:31][CH3:32])=[O:30])=[CH:24][CH:23]=3)[N:9]=2)=[CH:4][CH:3]=1.[N:33]1[CH:38]=[CH:37][C:36]([NH:39][C:40](=O)[O:41]C2C=CC=CC=2)=[CH:35][CH:34]=1>>[CH3:32][NH:31][C:29]([NH:28][C:25]1[CH:26]=[CH:27][C:22]([C:10]2[N:11]=[C:12]([N:14]3[CH2:20][CH:19]4[O:21][CH:16]([CH2:17][CH2:18]4)[CH2:15]3)[N:13]=[C:8]([C:5]3[CH:4]=[CH:3][C:2]([NH:1][C:40](=[O:41])[NH:39][C:36]4[CH:37]=[CH:38][N:33]=[CH:34][CH:35]=4)=[CH:7][CH:6]=3)[N:9]=2)=[CH:23][CH:24]=1)=[O:30]. Reported procedure: The title compound was prepared by following the procedure of example 462 step 7 using 1-(4-(4-(4-aminophenyl)-6-(8-oxa-3-azabicyclo[3.2.1]octan-3-yl)-1,3,5-triazin-2-yl)phenyl)-3-methylurea and phenyl pyridin-4-ylcarbamate. Yield 51 mg, 4% yield. The reactants are N-morpholine N-oxide, BrC=1C(=CC(=NC1)NC=1SC=C(N1)C)SC1=C(C=CC=C1Cl)Cl (N-(5-bromo-4-(2,6-dichlorophenylthio)pyridin-2-yl)-4-methylthiazol-2-amine), CC1(OB(OC1(C)C)B1OC(C(O1)(C)C)(C)C)C (4,4,4′,4′,5,5,5′,5′-octamethyl-2,2′-bi(1,3,2-dioxaborolane)), C1(CCCC1)P(C1CCCC1)C1CCCC1 (tricyclopentylphosphine), [F-].[Cs+] (cesium fluoride). The reagents and catalysts are CC(=O)[O-].CC(=O)[O-].[Pd+2] (Pd(OAc)2). Solvent: C(C)#N (acetonitrile). Run at temperature 90 celsius. Product: ClC1=C(C(=CC=C1)Cl)SC1=C(C=NC(=C1)NC=1SC=C(N1)C)O (4-(2,6-dichlorophenylthio)-6-(4-methylthiazol-2-ylamino)pyridin-3-ol). As a reaction SMILES: Br[C:2]1[C:3]([S:15][C:16]2[C:21]([Cl:22])=[CH:20][CH:19]=[CH:18][C:17]=2[Cl:23])=[CH:4][C:5]([NH:8][C:9]2[S:10][CH:11]=[C:12]([CH3:14])[N:13]=2)=[N:6][CH:7]=1.CC1(C)C(C)(C)OB(B2OC(C)(C)C(C)(C)O2)[O:26]1.C1(P(C2CCCC2)C2CCCC2)CCCC1.[F-].[Cs+]>C(#N)C.CC([O-])=O.CC([O-])=O.[Pd+2]>[Cl:23][C:17]1[CH:18]=[CH:19][CH:20]=[C:21]([Cl:22])[C:16]=1[S:15][C:3]1[CH:4]=[C:5]([NH:8][C:9]2[S:10][CH:11]=[C:12]([CH3:14])[N:13]=2)[N:6]=[CH:7][C:2]=1[OH:26] |f:3.4,6.7.8|. Procedure: A degassed mixture of N-(5-bromo-4-(2,6-dichlorophenylthio)pyridin-2-yl)-4-methylthiazol-2-amine (1.18 g, 2.66 mmol), 4,4,4′,4′,5,5,5′,5′-octamethyl-2,2′-bi(1,3,2-dioxaborolane) (1.35 g, 5.32 mmol), Pd(OAc)2 (60 mg, 0.27 mmol), tricyclopentylphosphine (93 mg. 0.40 mmol) and cesium fluoride (3.64 g, 23.9 mmol) in acetonitrile is heated at 90° C. for 5 hours. The reaction mixture is cooled and partitioned between ether and water. The crude product is dissolved in THF. N-morpholine N-oxide (1.40 g,... Product: Cl.ClC=1C=C(C=CC1Cl)C=1C=C(N=NC1)CN1C(=NC=C1)C (5-(3,4-Dichloro-phenyl)-3-(2-methyl-imidazol-1-yl-methyl)-pyridazine hydrochloride). Procedure details: The title compound, MS: m/e=319.2 (M+), was prepared from 3,4-dichlorophenylboronic acid and 5-chloro-3-(2-methyl-imidazol-1-yl-methyl)-pyridazine. Starting materials: ClC=1C=C(C=CC1Cl)B(O)O (3,4-dichlorophenylboronic acid), ClC=1C=C(N=NC1)CN1C(=NC=C1)C (5-chloro-3-(2-methyl-imidazol-1-yl-methyl)-pyridazine). As a reaction SMILES: [Cl:1][C:2]1[CH:3]=[C:4](B(O)O)[CH:5]=[CH:6][C:7]=1[Cl:8].Cl[C:13]1[CH:14]=[C:15]([CH2:19][N:20]2[CH:24]=[CH:23][N:22]=[C:21]2[CH3:25])[N:16]=[N:17][CH:18]=1>>[ClH:1].[Cl:1][C:2]1[CH:3]=[C:4]([C:13]2[CH:14]=[C:15]([CH2:19][N:20]3[CH:24]=[CH:23][N:22]=[C:21]3[CH3:25])[N:16]=[N:17][CH:18]=2)[CH:5]=[CH:6][C:7]=1[Cl:8] |f:2.3|. The reactants are FC1=CC=C(CN2C(CNCC2)=O)C=C1 (1-(4-fluorobenzyl)piperazin-2-one), CN=C=O (methyl isocyanate). Run in C1CCOC1 (THF). Conditions: time 2 hour. The product is FC1=CC=C(CN2C(CN(CC2)C(=O)NC)=O)C=C1 (4-(4-Fluorobenzyl)-N-methyl-3-oxopiperazine-1-carboxamide). As a reaction SMILES: [F:1][C:2]1[CH:15]=[CH:14][C:5]([CH2:6][N:7]2[CH2:12][CH2:11][NH:10][CH2:9][C:8]2=[O:13])=[CH:4][CH:3]=1.[CH3:16][N:17]=[C:18]=[O:19]>C1COCC1>[F:1][C:2]1[CH:15]=[CH:14][C:5]([CH2:6][N:7]2[CH2:12][CH2:11][N:10]([C:18]([NH:17][CH3:16])=[O:19])[CH2:9][C:8]2=[O:13])=[CH:4][CH:3]=1. Procedure: 1-(4-Fluorobenzyl)piperazin-2-one (0.40 g, 1.9 mmol, Example 1, Step 4) was dissolved in anhydrous THF (20 mL) under nitrogen and methyl isocyanate (0.96 mL, 1.9 mmol, 2M solution in THF) was added. The reaction was allowed to stir for two hours at room temperature. The solvent was removed in vacuo and the residue was purified by flash chromatography on silica gel using a 0-5% MeOH/CHCl3 gradient elution. Collection and concentration of the appropriate fractions provided the title compound as a ...